Dataset: the Open Reaction Database (ORD), a public repository of structured organic reaction records. Task: describe an organic reaction: reactants, conditions, products, and yield Reactants: C[Si](C)(C)[N-][Si](C)(C)C, CC(C)O, CC(C)(C)OC(=O)N1CC(I)C1, Nc1ccc(B(O)O)cc1, NC1CCCCC1O, [Na+]. The product is CC(C)(C)OC(=O)N1CC(c2ccc(N)cc2)C1. As a reaction SMILES: [CH3:24][Si:25]([N-:26][Si:27]([CH3:28])([CH3:29])[CH3:30])([CH3:31])[CH3:32].[CH:41]([OH:42])([CH3:43])[CH3:44].[I:1][CH:2]1[CH2:3][N:4]([C:6](=[O:7])[O:8][C:9]([CH3:10])([CH3:11])[CH3:12])[CH2:5]1.[NH2:13][c:14]1[cH:15][cH:16][c:17]([B:20]([OH:21])[OH:22])[cH:18][cH:19]1.[NH2:33][CH:34]1[CH2:35][CH2:36][CH2:37][CH2:38][CH:39]1[OH:40].[Na+:23]>>[CH:2]1([c:17]2[cH:16][cH:15][c:14]([NH2:13])[cH:19][cH:18]2)[CH2:3][N:4]([C:6](=[O:7])[O:8][C:9]([CH3:10])([CH3:11])[CH3:12])[CH2:5]1.